This data is from the Open Reaction Database (ORD), a public repository of structured organic reaction records. The task is: describe an organic reaction: reactants, conditions, products, and yield Reactants: FC(F)(F)[Si](C)(C)C (trifluoromethyltrimethylsilane), [F-].C(CCC)[N+](CCCC)(CCCC)CCCC (tetrabutylammonium fluoride), C1(CCCCC1)=O (cyclohexanone), Cl (HCl), [SiH3]O[SiH3] (silyl ether). Solvent: O1CCCC1 (tetrahydrofuran). Reaction conditions: time 1 hour. Yields the product FC(C1(CCCCC1)O)(F)F (1-trifluoromethylcyclohexanol). Isolated yield 77.0%. As a reaction SMILES: [C:1]1(=[O:7])[CH2:6][CH2:5][CH2:4][CH2:3][CH2:2]1.[F:8][C:9]([Si](C)(C)C)([F:11])[F:10].[F-].C([N+](CCCC)(CCCC)CCCC)CCC.Cl.[SiH3]O[SiH3]>O1CCCC1>[F:8][C:9]([F:11])([F:10])[C:1]1([OH:7])[CH2:6][CH2:5][CH2:4][CH2:3][CH2:2]1 |f:2.3|. Reported procedure: K. Prakash, et a., J. Am. Chem. Soc., Vol. 111, 393-395 (1989) describe the reaction of the fluoride ion catalyzed reaction of trifluoromethyltrimethylsilane with ketones and aldehydes to give the corresponding α-trifluoromethyl substituted alcohol and trimethylfluorosilane. In a typical reaction, cyclohexanone was reacted with trifluoromethyltrimethylsilane in tetrahydrofuran in the presence of tetrabutylammonium fluoride at 0° C. After 1 hour, the solution was mixed with 0.5N HCl to hydrolyze ...